From a dataset of the Open Reaction Database (ORD), a public repository of structured organic reaction records. describe an organic reaction: reactants, conditions, products, and yield Starting materials: CCN(C(C)C)C(C)C, O=C(Cl)OCc1ccccc1, O=C(O)C(F)(F)F, CC(C)(C)N1C(=O)CC(c2ccc(CC(N)C(N)=O)cc2)S1(=O)=O, C1CCOC1, O. Yields the product CC(C)(C)N1C(=O)CC(c2ccc(CC(NC(=O)OCc3ccccc3)C(N)=O)cc2)S1(=O)=O. Reaction SMILES: [CH:32]([N:33]([CH2:34][CH3:35])[CH:36]([CH3:37])[CH3:38])([CH3:39])[CH3:40].[Cl:41][C:42](=[O:43])[O:44][CH2:45][c:46]1[cH:47][cH:48][cH:49][cH:50][cH:51]1.[F:1][C:2]([F:3])([F:4])[C:5]([OH:6])=[O:7].[NH2:8][CH:9]([C:10](=[O:11])[NH2:12])[CH2:13][c:14]1[cH:15][cH:16][c:17]([CH:20]2[CH2:21][C:22](=[O:31])[N:23]([C:27]([CH3:28])([CH3:29])[CH3:30])[S:24]2(=[O:25])=[O:26])[cH:18][cH:19]1.[O:52]1[CH2:53][CH2:54][CH2:55][CH2:56]1.[OH2:57]>>[NH:8]([CH:9]([C:10](=[O:11])[NH2:12])[CH2:13][c:14]1[cH:15][cH:16][c:17]([CH:20]2[CH2:21][C:22](=[O:31])[N:23]([C:27]([CH3:28])([CH3:29])[CH3:30])[S:24]2(=[O:25])=[O:26])[cH:18][cH:19]1)[C:42](=[O:43])[O:44][CH2:45][c:46]1[cH:47][cH:48][cH:49][cH:50][cH:51]1. Starting materials: C(N)(=O)C1=C2C(=NN1)CN(C2)[C@@H]2C[C@@H](C(SC2)C2=C(C=CC(=C2)F)F)NC(OC(C)(C)C)=O (tert-butyl N-[(3S,5R)-5-(3-carbamoyl-4,6-dihydro-2H-pyrrolo[3,4-c]pyrazol-5-yl)-2-(2,5-difluorophenyl)tetrahydrothiopyran-3-yl]carbamate), P(=O)(Cl)(Cl)Cl (phosphorous oxychloride). Run in N1=CC=CC=C1 (pyridine). Conditions: temperature 0 celsius, time 5.5 hour. Product: C(#N)C1=C2C(=NN1)CN(C2)[C@@H]2C[C@@H](C(SC2)C2=C(C=CC(=C2)F)F)NC(OC(C)(C)C)=O (tert-butyl N-[(3S,5R)-5-(3-cyano-4,6-dihydro-2H-pyrrolo[3,4-c]pyrazol-5-yl)-2-(2,5-difluorophenyl)tetrahydrothiopyran-3-yl]carbamate). RXN SMILES: [C:1]([C:4]1[NH:8][N:7]=[C:6]2[CH2:9][N:10]([C@H:12]3[CH2:17][S:16][CH:15]([C:18]4[CH:23]=[C:22]([F:24])[CH:21]=[CH:20][C:19]=4[F:25])[C@@H:14]([NH:26][C:27](=[O:33])[O:28][C:29]([CH3:32])([CH3:31])[CH3:30])[CH2:13]3)[CH2:11][C:5]=12)(=O)[NH2:2].P(Cl)(Cl)(Cl)=O>N1C=CC=CC=1>[C:1]([C:4]1[NH:8][N:7]=[C:6]2[CH2:9][N:10]([C@H:12]3[CH2:17][S:16][CH:15]([C:18]4[CH:23]=[C:22]([F:24])[CH:21]=[CH:20][C:19]=4[F:25])[C@@H:14]([NH:26][C:27](=[O:33])[O:28][C:29]([CH3:31])([CH3:30])[CH3:32])[CH2:13]3)[CH2:11][C:5]=12)#[N:2]. Procedure details: To a stirred solution of tert-butyl N-[(3S,5R)-5-(3-carbamoyl-4,6-dihydro-2H-pyrrolo[3,4-c]pyrazol-5-yl)-2-(2,5-difluorophenyl)tetrahydrothiopyran-3-yl]carbamate (35 mg, 0.073 mmol) in pyridine (4 mL) was added phosphorous oxychloride (0.020 mL, 0.219 mmol) at 0° C. under nitrogen. The resulting mixture was stirred at 0° C. for 5.5 h, quenched with water (0.2 mL) and the solvents were removed under vacuum. The residue was diluted with ethyl acetate (200 mL), washed with saturated aqueous sodium ... Starting materials: CC[Si](Cl)(CC)CC, CN(C)C=O, CCOC(C)=O, CC(O)C1C(=O)NC1C(C)C(=O)c1cn2cnc(C(=O)c3cccnc3)c2s1, c1c[nH]cn1. The product is CC[Si](CC)(CC)OC(C)C1C(=O)NC1C(C)C(=O)c1cn2cnc(C(=O)c3cccnc3)c2s1. RXN SMILES: [CH2:6]([CH3:7])[Si:8]([CH2:9][CH3:10])([CH2:11][CH3:12])[Cl:13].[CH3:42][N:43]([CH3:44])[CH:45]=[O:46].[CH3:47][CH2:48][O:49][C:50](=[O:51])[CH3:52].[OH:14][CH:15]([CH3:16])[CH:17]1[C:18](=[O:41])[NH:19][CH:20]1[CH:21]([C:22](=[O:23])[c:24]1[cH:25][n:26]2[c:27]([s:28]1)[c:29]([C:32](=[O:33])[c:34]1[cH:35][n:36][cH:37][cH:38][cH:39]1)[n:30][cH:31]2)[CH3:40].[nH:1]1[cH:2][cH:3][n:4][cH:5]1>>[CH2:6]([CH3:7])[Si:8]([CH2:9][CH3:10])([CH2:11][CH3:12])[O:14][CH:15]([CH3:16])[CH:17]1[C:18](=[O:41])[NH:19][CH:20]1[CH:21]([C:22](=[O:23])[c:24]1[cH:25][n:26]2[c:27]([s:28]1)[c:29]([C:32](=[O:33])[c:34]1[cH:35][n:36][cH:37][cH:38][cH:39]1)[n:30][cH:31]2)[CH3:40]. Reactants: CCCC[Sn], CCCC[Sn](Cl)(Cl)CCCC, Cc1ccccc1, Cl, Cl, Cl, [Na+], [OH-]. The product is CCCC[Sn](=O)CCCC. RXN SMILES: [CH2:17]([Sn:18])[CH2:19][CH2:20][CH3:21].[CH2:3]([CH2:4][CH2:5][CH3:6])[Sn:7]([CH2:8][CH2:9][CH2:10][CH3:11])([Cl:12])[Cl:13].[CH3:22][c:23]1[cH:24][cH:25][cH:26][cH:27][cH:28]1.[Cl:14].[Cl:15].[Cl:16].[Na+:2].[OH-:1]>>[O:1]=[Sn:7]([CH2:3][CH2:4][CH2:5][CH3:6])[CH2:8][CH2:9][CH2:10][CH3:11]. Procedure details: A urea formation procedure similar to that used for the synthesis of ethyl 4-(4-(8-oxa-3-azabicyclo[3.2.1]octan-3-yl)-6-(4-(3-ethylureido)phenyl)-1H-pyrazolo[3,4-d]pyrimidin-1-yl)piperidine-1-carboxylate is used, utilizing N1-(2-(dimethylamino)ethyl)-N1-methylbenzene-1,4-diamine as the aniline component. (40%, MS=570.5 (M+H)) Starting materials: NC1=CC=CC=C1 (aniline), NC(=O)N (urea), C12CN(CC(CC1)O2)C2=C1C(=NC(=N2)C2=CC=C(C=C2)NC(=O)NCC)N(N=C1)C1CCN(CC1)C(=O)OCC (ethyl 4-(4-(8-oxa-3-azabicyclo[3.2.1]octan-3-yl)-6-(4-(3-ethylureido)phenyl)-1H-pyrazolo[3,4-d]pyrimidin-1-yl)piperidine-1-carboxylate), CN(CCN(C1=CC=C(C=C1)N)C)C (N1-(2-(dimethylamino)ethyl)-N1-methylbenzene-1,4-diamine). Product: C12COCC(CC1)N2C2=C1C(=NC(=N2)C2=CC=C(C=C2)NC(=O)NC2=CC=C(C=C2)N(C)CCN(C)C)N(N=C1)CC (1-(4-(4-(3-oxa-8-azabicyclo[3.2.1]octan-8-yl)-1-ethyl-1H-pyrazolo[3,4-d]pyrimidin-6-yl)phenyl)-3-(4-((2-(dimethylamino)ethyl)(methyl)amino)phenyl)urea). As a reaction SMILES: NC(N)=O.[CH:5]12[O:12][CH:9](CC1)[CH2:8][N:7]([C:13]1[N:18]=[C:17]([C:19]3[CH:24]=[CH:23][C:22]([NH:25][C:26](NCC)=[O:27])=[CH:21][CH:20]=3)[N:16]=[C:15]3[N:31]([CH:34]4CCN(C(OCC)=O)C[CH2:35]4)[N:32]=[CH:33][C:14]=13)[CH2:6]2.[CH3:45][N:46]([CH3:58])[CH2:47][CH2:48][N:49]([CH3:57])[C:50]1[CH:55]=[CH:54][C:53]([NH2:56])=[CH:52][CH:51]=1.N[C:60]1C=CC=C[CH:61]=1>>[CH:8]12[N:7]([C:13]3[N:18]=[C:17]([C:19]4[CH:20]=[CH:21][C:22]([NH:25][C:26]([NH:56][C:53]5[CH:54]=[CH:55][C:50]([N:49]([CH2:48][CH2:47][N:46]([CH3:58])[CH3:45])[CH3:57])=[CH:51][CH:52]=5)=[O:27])=[CH:23][CH:24]=4)[N:16]=[C:15]4[N:31]([CH2:34][CH3:35])[N:32]=[CH:33][C:14]=34)[CH:6]([CH2:60][CH2:61]1)[CH2:5][O:12][CH2:9]2. The reactants are C(C)(=O)OC(C)=O (acetic anhydride), C(C)(=O)O (acetic acid), CN(C1=CC=C(C=O)C=C1)C (p-dimethylaminobenzaldehyde), CN(C=1C=C(C(=O)O)C=CC1)C (m-dimethylaminobenzoic acid). The solvent is CO (methanol). Conditions: temperature 55 celsius. Product: CN(C1=CC=C(C=C1)C1OC(=O)C2=CC(=CC=C12)N(C)C)C (3-(4-dimethylaminophenyl)-6-dimethylaminophthalide). Yield: 76.6%. As a reaction SMILES: C(OC(=O)C)(=O)C.C(O)(=O)C.[CH3:12][N:13]([CH3:22])[C:14]1[CH:21]=[CH:20][C:17]([CH:18]=[O:19])=[CH:16][CH:15]=1.[CH3:23][N:24]([CH3:34])[C:25]1[CH:26]=[C:27]([CH:31]=[CH:32][CH:33]=1)[C:28](O)=[O:29]>CO>[CH3:12][N:13]([CH3:22])[C:14]1[CH:21]=[CH:20][C:17]([CH:18]2[C:31]3[C:27](=[CH:26][C:25]([N:24]([CH3:34])[CH3:23])=[CH:33][CH:32]=3)[C:28](=[O:29])[O:19]2)=[CH:16][CH:15]=1. Procedure: A stirred mixture of 306.0 g of acetic anhydride, 200.0 ml of glacial acetic acid, 298.0 g p-dimethylaminobenzaldehyde and 386.0 g of m-dimethylaminobenzoic acid was heated at reflux for a period of approximately four hours. The resulting mixture was cooled to 55° C., diluted with 700 ml of methanol and heated at reflux for approximately thirty minutes. The mixture was then cooled to approximately 15° C. and the solid which separated was collected by filtration and washed with 700.0 ml of fresh ... The reactants are C1CCOC1, N#Cc1nn(-c2c(Cl)cc(C(F)(F)F)cc2Cl)c(N)c1S(=O)C(F)(F)F, NCCN, O. Product: Nc1c(S(=O)C(F)(F)F)c(C2=NCCN2)nn1-c1c(Cl)cc(C(F)(F)F)cc1Cl. RXN SMILES: [CH2:32]1[O:33][CH2:34][CH2:35][CH2:36]1.[NH2:1][c:2]1[c:3]([S:21](=[O:22])[C:23]([F:24])([F:25])[F:26])[c:4]([C:19]#[N:20])[n:5][n:6]1-[c:7]1[c:8]([Cl:18])[cH:9][c:10]([C:14]([F:15])([F:16])[F:17])[cH:11][c:12]1[Cl:13].[NH2:27][CH2:28][CH2:29][NH2:30].[OH2:31]>>[NH2:1][c:2]1[c:3]([S:21](=[O:22])[C:23]([F:24])([F:25])[F:26])[c:4]([C:19]2=[N:20][CH2:29][CH2:28][NH:27]2)[n:5][n:6]1-[c:7]1[c:8]([Cl:18])[cH:9][c:10]([C:14]([F:15])([F:16])[F:17])[cH:11][c:12]1[Cl:13].